From a dataset of the Open Reaction Database (ORD), a public repository of structured organic reaction records. describe an organic reaction: reactants, conditions, products, and yield Procedure: 4-Formyl-6,9-dihydroxy-14-oxa-1,11-diazatetracyclo[7.4.1.02,7.010,12 ]tetradeca-2,4,6-trien-8-ylmethyl carbamate (32 mg) was dissolved in a mixture of N,N-dimethylformamide (1.0 ml) and pyridine (1.0 ml). To the solution was added octanoyl chloride (17 μl) with stirring under nitrogen atmosphere in an ice-water bath. The mixture was stirred for 2 hours under nitrogen atmosphere in an ice-water bath and evaporated in vacuo. The residue was subjected to preparative thin layer chromatography and de... RXN SMILES: [C:1](=[O:23])([O:3][CH2:4][CH:5]1[C:17]2([OH:19])[O:18][N:12]([CH2:13][CH:14]3[CH:16]2[NH:15]3)[C:11]2[C:6]1=[C:7]([OH:22])[CH:8]=[C:9]([CH:20]=[O:21])[CH:10]=2)[NH2:2].[C:24](Cl)(=[O:32])[CH2:25][CH2:26][CH2:27][CH2:28][CH2:29][CH2:30][CH3:31]>CN(C)C=O.N1C=CC=CC=1>[C:1](=[O:23])([O:3][CH2:4][CH:5]1[C:17]2([OH:19])[O:18][N:12]([CH2:13][CH:14]3[CH:16]2[N:15]3[C:24](=[O:32])[CH2:25][CH2:26][CH2:27][CH2:28][CH2:29][CH2:30][CH3:31])[C:11]2[C:6]1=[C:7]([OH:22])[CH:8]=[C:9]([CH:20]=[O:21])[CH:10]=2)[NH2:2]. The solvent is CN(C=O)C (N,N-dimethylformamide), N1=CC=CC=C1 (pyridine). The product is C(N)(OCC1C2=C(C=C(C=C2N2CC3N(C3C1(O2)O)C(CCCCCCC)=O)C=O)O)=O (4-formyl-6,9-dihydroxy-11-octanoyl-14-oxa-1,11-diazatetracyclo[7.4.1.02,7.010,12 ]tetradeca-2,4,6-trien-8-ylmethyl carbamate). The reactants are C(N)(OCC1C2=C(C=C(C=C2N2CC3NC3C1(O2)O)C=O)O)=O (4-Formyl-6,9-dihydroxy-14-oxa-1,11-diazatetracyclo[7.4.1.02,7.010,12 ]tetradeca-2,4,6-trien-8-ylmethyl carbamate), C(CCCCCCC)(=O)Cl (octanoyl chloride). Starting materials: Cl (HCl), C[C@@H]1CO[C@@H](CN1)CO ([(2S,5R)-5-methyl-2-morpholinyl]methanol), ClC1=NC(=NC(=C1)Cl)NC (4,6-dichloro-N-methyl-2-pyrimidinamine), C(=O)([O-])[O-].[K+].[K+] (K2CO3). The solvent is O (water), CCOCC (Et2O), CCO (EtOH). Product: hydrochloride salt, ClC1=CC(=NC(=N1)NC)N1C[C@H](OC[C@H]1C)CO ({(2S,5R)-4-[6-Chloro-2-(methylamino)-4-pyrimidinyl]-5-methyl-2-morpholinyl}methanol). The yield is 55.9%. As a reaction SMILES: [CH3:1][C@H:2]1[NH:7][CH2:6][C@@H:5]([CH2:8][OH:9])[O:4][CH2:3]1.[Cl:10][C:11]1[CH:16]=[C:15](Cl)[N:14]=[C:13]([NH:18][CH3:19])[N:12]=1.C([O-])([O-])=O.[K+].[K+].Cl>CCO.CCOCC.O>[Cl:10][C:11]1[N:12]=[C:13]([NH:18][CH3:19])[N:14]=[C:15]([N:7]2[C@H:2]([CH3:1])[CH2:3][O:4][C@H:5]([CH2:8][OH:9])[CH2:6]2)[CH:16]=1 |f:2.3.4|. Procedure details: A mixture of [(2S,5R)-5-methyl-2-morpholinyl]methanol (11.50 g, 65.2 mmol), 4,6-dichloro-N-methyl-2-pyrimidinamine (11.38 g, 63.9 mmol), and K2CO3 (19.87 g, 144 mmol) in EtOH (250 mL) was stirred at reflux under nitrogen for 23 hours. The mixture was cooled, poured into water (500 mL), and extracted with CH2Cl2 (3×400 mL). The extracts were dried (Na2SO4), filtered, and concentrated in vacuo to give a cream solid. The residue was purified by flash chromatography (400 g SiO2, 10-60% EtOAc in hexa... Reactants: Cc1cccnc1-c1ccc(CO)cc1, CN(C)C=O, O. Product: Cc1cccnc1-c1ccc(C(=O)O)cc1. As a reaction SMILES: [CH3:1][c:2]1[c:3](-[c:8]2[cH:9][cH:10][c:11]([CH2:14][OH:15])[cH:12][cH:13]2)[n:4][cH:5][cH:6][cH:7]1.[O:17]=[CH:18][N:19]([CH3:20])[CH3:21].[OH2:16]>>[CH3:1][c:2]1[c:3](-[c:8]2[cH:9][cH:10][c:11]([C:14](=[O:15])[OH:16])[cH:12][cH:13]2)[n:4][cH:5][cH:6][cH:7]1.